From a dataset of the Open Reaction Database (ORD), a public repository of structured organic reaction records. describe an organic reaction: reactants, conditions, products, and yield Starting materials: NC1=C(C#N)C(=CC(=N1)C1=C(C=CC=C1)O)C1=CC(=CC=C1)C(=O)O (2-amino-6-(2-hydroxyphenyl)-4-(3-hydroxycarbonyl-phenyl)nicotinonitrile), [OH-].[Na+] (NaOH). The product is NC1=NC(=CC(=C1C#N)C=1C=C(C(=O)[O-])C=CC1)C1=C(C=CC=C1)O.[Na+] (Sodium 3-[2-amino-3-cyano-6-(2-hydroxyphenyl)-4-pyridinyl]benzoate). Yield: 95.0%. Reaction SMILES: [NH2:1][C:2]1[N:9]=[C:8]([C:10]2[CH:15]=[CH:14][CH:13]=[CH:12][C:11]=2[OH:16])[CH:7]=[C:6]([C:17]2[CH:22]=[CH:21][CH:20]=[C:19]([C:23]([OH:25])=[O:24])[CH:18]=2)[C:3]=1[C:4]#[N:5].[OH-].[Na+:27]>>[NH2:1][C:2]1[C:3]([C:4]#[N:5])=[C:6]([C:17]2[CH:18]=[C:19]([CH:20]=[CH:21][CH:22]=2)[C:23]([O-:25])=[O:24])[CH:7]=[C:8]([C:10]2[CH:15]=[CH:14][CH:13]=[CH:12][C:11]=2[OH:16])[N:9]=1.[Na+:27] |f:1.2,3.4|. Reported procedure: 2-amino-6-(2-hydroxyphenyl)-4-(3-hydroxycarbonyl-phenyl)nicotinonitrile (0.02 g, 0.045 mmol) was dissolved in 4N NaOH solution (2 mL), and the resulting solution was purified by HPLC (ODS reverse phase column, 10% CH3CN/H2O-90% CH3CN/H2O) to give Sodium 3-[2-amino-3-cyano-6-(2-hydroxyphenyl)-4-pyridinyl]benzoate as a pale yellow powder (0.015 g, 95%). The reactants are CCO, CCOC(=O)CCN(C)C(=O)c1ccc(NC(c2oc3ccc(OCCOC)cc3c2C)C2CCCCC2)cc1, [Na+], [OH-]. Product: COCCOc1ccc2oc(C(Nc3ccc(C(=O)N(C)CCC(=O)O)cc3)C3CCCCC3)c(C)c2c1. As a reaction SMILES: [CH3:43][CH2:44][OH:45].[CH:1]1([CH:7]([c:8]2[o:9][c:10]3[c:11]([c:12]2[CH3:13])[cH:14][c:15]([O:18][CH2:19][CH2:20][O:21][CH3:22])[cH:16][cH:17]3)[NH:23][c:24]2[cH:25][cH:26][c:27]([C:30](=[O:31])[N:32]([CH2:33][CH2:34][C:35](=[O:36])[O:37][CH2:38][CH3:39])[CH3:40])[cH:28][cH:29]2)[CH2:2][CH2:3][CH2:4][CH2:5][CH2:6]1.[Na+:42].[OH-:41]>>[CH:1]1([CH:7]([c:8]2[o:9][c:10]3[c:11]([c:12]2[CH3:13])[cH:14][c:15]([O:18][CH2:19][CH2:20][O:21][CH3:22])[cH:16][cH:17]3)[NH:23][c:24]2[cH:25][cH:26][c:27]([C:30](=[O:31])[N:32]([CH2:33][CH2:34][C:35](=[O:36])[OH:37])[CH3:40])[cH:28][cH:29]2)[CH2:2][CH2:3][CH2:4][CH2:5][CH2:6]1. The reactants are N1C=NC=C1 (1H-imidazole), BrC(C)C1=NC=C(C=C1)C1=CC=C(C=C1)[N+](=O)[O-] (2-(1-bromoethyl)-5-(4-nitrophenyl)pyridine), C(=O)([O-])[O-].[K+].[K+] (K2CO3). Run in CN(C)C=O (DMF), O (water). Run at temperature 50 celsius. Product: N1(C=NC=C1)C(C)C1=NC=C(C=C1)C1=CC=C(C=C1)[N+](=O)[O-] (2-(1-(1H-imidazol-1-yl)ethyl)-5-(4-nitrophenyl)pyridine), solid. Isolated yield 58.0%. Reaction SMILES: [NH:1]1[CH:5]=[CH:4][N:3]=[CH:2]1.Br[CH:7]([C:9]1[CH:14]=[CH:13][C:12]([C:15]2[CH:20]=[CH:19][C:18]([N+:21]([O-:23])=[O:22])=[CH:17][CH:16]=2)=[CH:11][N:10]=1)[CH3:8].C([O-])([O-])=O.[K+].[K+]>CN(C=O)C.O>[N:1]1([CH:7]([C:9]2[CH:14]=[CH:13][C:12]([C:15]3[CH:20]=[CH:19][C:18]([N+:21]([O-:23])=[O:22])=[CH:17][CH:16]=3)=[CH:11][N:10]=2)[CH3:8])[CH:5]=[CH:4][N:3]=[CH:2]1 |f:2.3.4|. Procedure details: To a stirred solution of 1H-imidazole (13 mg, 0.19 mmol) in DMF (2 mL) was added 2-(1-bromoethyl)-5-(4-nitrophenyl)pyridine (50 mg, 0.1 mmol) and K2CO3. The reaction was heated at 50° C. for about 1 h. The reaction mixture was diluted with water (20 mL) and extracted with ethyl acetate (2×100 mL). The combined organic extracts were washed with brine solution (10 mL), organic layer was dried over Na2SO4 and concentrated under vacuum to obtain crude product. The crude product was purified by flash... The reactants are CC1=NOC(=C1C1=CC=C2C=3N([C@H](COC31)C3=NC=CC=C3)C(=N2)C=C)C ((4S)-7-(3,5-Dimethylisoxazol-4-yl)-4-pyridin-2-yl-2-vinyl-4,5-dihydroimidazo[1,5,4-de][1,4]benzoxazine), I(=O)(=O)(=O)[O-].[Na+] (sodium metaperiodate). Reagents/catalysts: [Os](=O)(=O)(=O)=O (osmium tetraoxide). Run in O1CCCC1 (tetrahydrofuran), O (water), O (water). Conditions: temperature 0 celsius, time 1 hour. Product: CC1=NOC(=C1C1=CC=C2C=3N([C@H](COC31)C3=NC=CC=C3)C(=N2)C=O)C ((4S)-7-(3,5-Dimethylisoxazol-4-yl)-4-pyridin-2-yl-4,5-dihydroimidazo[1,5,4-de][1,4]benzoxazine-2-carbaldehyde). Isolated yield 147.1%. Reaction SMILES: [CH3:1][C:2]1[C:6]([C:7]2[C:16]3[O:15][CH2:14][C@H:13]([C:17]4[CH:22]=[CH:21][CH:20]=[CH:19][N:18]=4)[N:12]4[C:23]([CH:25]=C)=[N:24][C:10]([C:11]=34)=[CH:9][CH:8]=2)=[C:5]([CH3:27])[O:4][N:3]=1.I([O-])(=O)(=O)=[O:29].[Na+]>O1CCCC1.O.[Os](=O)(=O)(=O)=O>[CH3:1][C:2]1[C:6]([C:7]2[C:16]3[O:15][CH2:14][C@H:13]([C:17]4[CH:22]=[CH:21][CH:20]=[CH:19][N:18]=4)[N:12]4[C:23]([CH:25]=[O:29])=[N:24][C:10]([C:11]=34)=[CH:9][CH:8]=2)=[C:5]([CH3:27])[O:4][N:3]=1 |f:1.2|. Procedure: (4S)-7-(3,5-Dimethylisoxazol-4-yl)-4-pyridin-2-yl-2-vinyl-4,5-dihydroimidazo[1,5,4-de][1,4]benzoxazine (0.05 g, 0.1 mmol) was dissolved in tetrahydrofuran (1.7 mL). The resulting solution was cooled to 0° C., then a solution of 0.16 M osmium tetraoxide in water (0.3 mL, 0.04 mmol) [Aldrich, cat. #251755] and sodium metaperiodate (140 mg, 0.66 mmol) [Aldrich, cat. #S1878] in water (0.1 mL) were added. The reaction was allowed to warm to room temperature and stirred for 1 h. The reaction was quenc... Starting materials: O=C([O-])O, COC(=O)C1CN(c2nnc(Cl)c3ccccc23)CCN1C(=O)OC(C)(C)C, ClCCl, [Na+], O=C(O)C(F)(F)F. The product is COC(=O)C1CN(c2nnc(Cl)c3ccccc23)CCN1. Reaction SMILES: [C:36](=[O:37])([OH:38])[O-:39].[Cl:1][c:2]1[n:3][n:4][c:5]([N:12]2[CH2:13][CH:14]([C:25](=[O:26])[O:27][CH3:28])[N:15]([C:18]([O:19][C:20]([CH3:21])([CH3:22])[CH3:23])=[O:24])[CH2:16][CH2:17]2)[c:6]2[cH:7][cH:8][cH:9][cH:10][c:11]12.[Cl:41][CH2:42][Cl:43].[Na+:40].[OH:29][C:30]([C:31]([F:32])([F:33])[F:34])=[O:35]>>[Cl:1][c:2]1[n:3][n:4][c:5]([N:12]2[CH2:13][CH:14]([C:25](=[O:26])[O:27][CH3:28])[NH:15][CH2:16][CH2:17]2)[c:6]2[cH:7][cH:8][cH:9][cH:10][c:11]12. The reactants are CCOc1cc(C(N)CS(C)(=O)=O)ccc1OC, CN(C)c1ccc2c(c1)C(=O)OC2=O, CC(=O)O. Product: CCOc1cc(C(CS(C)(=O)=O)N2C(=O)c3ccc(N(C)C)cc3C2=O)ccc1OC. RXN SMILES: [CH2:1]([CH3:2])[O:3][c:4]1[cH:5][c:6]([CH:12]([CH2:13][S:14](=[O:15])(=[O:16])[CH3:17])[NH2:18])[cH:7][cH:8][c:9]1[O:10][CH3:11].[CH3:19][N:20]([c:21]1[cH:22][c:23]2[c:24]([cH:30][cH:31]1)[C:25](=[O:26])[O:27][C:28]2=[O:29])[CH3:32].[CH3:33][C:34](=[O:35])[OH:36]>>[CH2:1]([CH3:2])[O:3][c:4]1[cH:5][c:6]([CH:12]([CH2:13][S:14](=[O:15])(=[O:16])[CH3:17])[N:18]2[C:25](=[O:26])[c:24]3[c:23]([cH:22][c:21]([N:20]([CH3:19])[CH3:32])[cH:31][cH:30]3)[C:28]2=[O:27])[cH:7][cH:8][c:9]1[O:10][CH3:11]. Reactants: CC(=O)c1ccc2c(c1)C(C)(C)CCO2, [O-]Cl, [Na+], [Na+], [Na+], [Na+], C1COCCO1, [OH-], O=S([O-])S(=O)(=O)[O-]. Product: CC1(C)CCOc2ccc(C(=O)O)cc21. As a reaction SMILES: [CH3:1][C:2]1([CH3:15])[CH2:3][CH2:4][O:5][c:6]2[cH:7][cH:8][c:9]([C:12]([CH3:13])=[O:14])[cH:10][c:11]21.[Cl:18][O-:19].[Na+:17].[Na+:20].[Na+:28].[Na+:29].[O:30]1[CH2:31][CH2:32][O:33][CH2:34][CH2:35]1.[OH-:16].[S:21](=[O:22])([S:23]([O-:24])=[O:25])([O-:26])=[O:27]>>[CH3:1][C:2]1([CH3:15])[CH2:3][CH2:4][O:5][c:6]2[cH:7][cH:8][c:9]([C:12]([OH:14])=[O:22])[cH:10][c:11]21. The reactants are CN(C)C=O (DMF), Cl (HCl), ClC1=NC(=C2N=CN(C2=N1)C)N1[C@H](COCC1)C (2-chloro-9-methyl-6-((S)-3-methylmorpholin-4-yl)-9H-purine), CN(C)CCN(C)C (TMEDA), [Li]CCCC (n-BuLi). The solvent is C1CCOC1 (THF). Run at temperature -40 celsius, time 30 minute. Yields the product ClC1=NC(=C2N=C(N(C2=N1)C)C=O)N1[C@H](COCC1)C (2-Chloro-9-methyl-6-((S)-3-methylmorpholin-4-yl)-9H-purine-8-carbaldehyde). Isolated yield 91.1%. As a reaction SMILES: [Cl:1][C:2]1[N:10]=[C:9]2[C:5]([N:6]=[CH:7][N:8]2[CH3:11])=[C:4]([N:12]2[CH2:17][CH2:16][O:15][CH2:14][C@@H:13]2[CH3:18])[N:3]=1.CN(CCN(C)C)C.[Li]CCCC.CN([CH:35]=[O:36])C.Cl>C1COCC1>[Cl:1][C:2]1[N:10]=[C:9]2[C:5]([N:6]=[C:7]([CH:35]=[O:36])[N:8]2[CH3:11])=[C:4]([N:12]2[CH2:17][CH2:16][O:15][CH2:14][C@@H:13]2[CH3:18])[N:3]=1. Procedure details: To a solution of 2-chloro-9-methyl-6-((S)-3-methylmorpholin-4-yl)-9H-purine (500 mg, 1.67 mmol) and TMEDA (419 μL, 2.80 mmol) in THF (10 mL) at −78° C. was added n-BuLi (1.12 mL, 2.80 mmol, 2.5M solution in hexanes). The resulting mixture was allowed to warm to −40° C. and stir for 30 min then cooled back to −78° C. before the addition of DMF (435 μL, 5.61 mmol). The reaction mixture was allowed to stir at −78° C. for 30 min then poured onto 1M HCl. The aqueous phase was extracted with EtOAc and... The reactants are C(C=C)OC(=O)NC=1N=C(SC1)CNC=O (4-allyloxycarbonylamino-2-(formylamino)methylthiazole), P(=O)(Cl)(Cl)Cl (phosphorus oxychloride). Run in C1(=CC=CC=C1)C (toluene). Reaction conditions: temperature 100 celsius, time 45 minute. Yields the product C(C=C)OC(=O)NC=1N2C(SC1)=CN=C2 (3-allyloxycarbonylaminoimidazo[5,1-b]thiazole). Isolated yield 75.8%. Reaction SMILES: P(Cl)(Cl)(Cl)=O.[CH2:6]([O:9][C:10]([NH:12][C:13]1[N:14]=[C:15]([CH2:18][NH:19][CH:20]=O)[S:16][CH:17]=1)=[O:11])[CH:7]=[CH2:8]>C1(C)C=CC=CC=1>[CH2:6]([O:9][C:10]([NH:12][C:13]1[N:14]2[CH:20]=[N:19][CH:18]=[C:15]2[S:16][CH:17]=1)=[O:11])[CH:7]=[CH2:8]. Procedure: A 6.4 ml portion of phosphorus oxychloride was added to a suspension obtained by adding 17 ml of dry toluene to 3.408 g of 4-allyloxycarbonylamino-2-(formylamino)methylthiazole, and the mixture was then stirred at an oil temperature of 100° C. for 45 minutes. The solvent was evaporated under reduced pressure, and to the resulting residue, 200 ml of dichloromethane and 100 ml of 0.1N sodium hydroxide were added. The solution was adjusted to pH 8.0 with a 2N aqueous sodium hydroxide solution under... Reactants: CC#N, [Na+], O=C(OCC(Cl)(Cl)Cl)N1CCC2OC2C1, [OH-], Sc1ccccc1. As a reaction SMILES: [CH3:25][C:26]#[N:27].[Na+:24].[O:1]1[CH:2]2[CH2:3][N:4]([C:8](=[O:9])[O:10][CH2:11][C:12]([Cl:13])([Cl:14])[Cl:15])[CH2:5][CH2:6][CH:7]12.[OH-:23].[SH:16][c:17]1[cH:18][cH:19][cH:20][cH:21][cH:22]1>>[OH:1][CH:2]1[CH2:3][N:4]([C:8](=[O:9])[O:10][CH2:11][C:12]([Cl:13])([Cl:14])[Cl:15])[CH2:5][CH2:6][CH:7]1[S:16][c:17]1[cH:18][cH:19][cH:20][cH:21][cH:22]1. Yields the product O=C(OCC(Cl)(Cl)Cl)N1CCC(Sc2ccccc2)C(O)C1.